This data is from the Open Reaction Database (ORD), a public repository of structured organic reaction records. The task is: describe an organic reaction: reactants, conditions, products, and yield Reactants: N#CBr (cyanogen bromide), FC=1C=C(C(=CC1)NC1=C(C=C(C=C1C)C)C)N (4-fluoro-N1-(2,4,6-trimethyl-phenyl)-benzene-1,2-diamine). The solvent is C(C)O (ethanol), C(C)O (ethanol). Yields the product FC1=CC2=C(N(C(=N2)N)C2=C(C=C(C=C2C)C)C)C=C1 (5-Fluoro-1-(2,4,6-trimethyl-phenyl)-1H-benzoimidazol-2-ylamine). Yield: 97.8%. RXN SMILES: [N:1]#[C:2]Br.[F:4][C:5]1[CH:6]=[C:7]([NH2:21])[C:8]([NH:11][C:12]2[C:17]([CH3:18])=[CH:16][C:15]([CH3:19])=[CH:14][C:13]=2[CH3:20])=[CH:9][CH:10]=1>C(O)C>[F:4][C:5]1[CH:10]=[CH:9][C:8]2[N:11]([C:12]3[C:13]([CH3:20])=[CH:14][C:15]([CH3:19])=[CH:16][C:17]=3[CH3:18])[C:2]([NH2:1])=[N:21][C:7]=2[CH:6]=1. Procedure details: A solution of cyanogen bromide (2.67 g, 25.2 mmol) in anhydrous ethanol (10 mL) was added at 0° C. to a solution of 4-fluoro-N1-(2,4,6-trimethyl-phenyl)-benzene-1,2-diamine (4.74 g, 19.4 mmol) in anhydrous ethanol (20 mL) under nitrogen. The reaction mixture was warmed up to room temperature for 10 min, then was heated at 155° C. for 40 min with a flow of nitrogen to remove ethanol. Upon cooling to room temperature, the resulting solids were transferred to a separatory funnel via dichloromethane... The reactants are O=S1(N=C(NC2=C1C=CC=C2)C=2C(N(C1=CC=CC=C1C2O)N=C(C)C2=CSC=C2)=O)=O (3-(1,1-dioxido-4H-1,2,4-benzothiadiazin-3-yl)-4-hydroxy-1-{[1-thien-3-ylethylidene]amino}quinolin-2(1H)-one), CO (methanol), solution, [BH4-].[Li+] (lithium borohydride), Cl (hydrochloric acid). The solvent is O1CCCC1 (tetrahydrofuran), O1CCCC1 (tetrahydrofuran), O (water). Run at temperature 25 celsius, time 1 hour. Product: O=S1(N=C(NC2=C1C=CC=C2)C=2C(N(C1=CC=CC=C1C2O)NC(C)C2=CSC=C2)=O)=O (3-(1,1-dioxido-4H-1,2,4-benzothiadiazin-3-yl)-4-hydroxy-1-{[1-thien-3-ylethyl]amino}quinolin-2(1H)-one). Reaction SMILES: [O:1]=[S:2]1(=[O:32])[C:7]2[CH:8]=[CH:9][CH:10]=[CH:11][C:6]=2[NH:5][C:4]([C:12]2[C:13](=[O:31])[N:14]([N:23]=[C:24]([C:26]3[CH:30]=[CH:29][S:28][CH:27]=3)[CH3:25])[C:15]3[C:20]([C:21]=2[OH:22])=[CH:19][CH:18]=[CH:17][CH:16]=3)=[N:3]1.CO.[BH4-].[Li+].Cl>O1CCCC1.O>[O:32]=[S:2]1(=[O:1])[C:7]2[CH:8]=[CH:9][CH:10]=[CH:11][C:6]=2[NH:5][C:4]([C:12]2[C:13](=[O:31])[N:14]([NH:23][CH:24]([C:26]3[CH:30]=[CH:29][S:28][CH:27]=3)[CH3:25])[C:15]3[C:20]([C:21]=2[OH:22])=[CH:19][CH:18]=[CH:17][CH:16]=3)=[N:3]1 |f:2.3|. Procedure: The product of Example 244A (0.070 g, 0.15 mmol) in tetrahydrofuran (2.0 mL) and methanol (0.015 mL, 0.42 mmol) at 0° C. was treated with dropwise addition of a 2.0M solution of lithium borohydride in tetrahydrofuran (0.090 mL, 0.18 mmol). The reaction was stirred at 25° C. for 1 hour, acidified with 1M hydrochloric acid to a pH of approximately 2-4, diluted with water, and the resulting precipitate was collected by filtration and dried. The crude product was chromatographed on silica gel with d... Starting materials: di-t-butylazodicarboxylate, C1[C@@H](O1)CO ((S)-glycidol), C1=CC=C(C=C1)P(C2=CC=CC=C2)C3=CC=CC=C3 (Ph3P), [N+](=O)([O-])C=1C=C(C(=CC1)OC)O (4-nitroguaiacol). Solvent: C1CCOC1 (THF), C1CCOC1 (THF). Reaction conditions: time 2 hour. The product is COC1=C(OC[C@@H]2OC2)C=CC(=C1)[N+](=O)[O-] ((R)-2-((2-methoxy-4-nitrophenoxy)methyl)oxirane). Isolated yield 72.0%. RXN SMILES: [CH:1]1C=CC(P(C2C=CC=CC=2)C2C=CC=CC=2)=CC=1.[N+:20]([C:23]1[CH:24]=[C:25]([OH:31])[C:26]([O:29][CH3:30])=[CH:27][CH:28]=1)([O-:22])=[O:21].[CH2:32]1[O:34][C@H:33]1CO>C1COCC1>[CH3:1][O:31][C:25]1[CH:24]=[C:23]([N+:20]([O-:22])=[O:21])[CH:28]=[CH:27][C:26]=1[O:29][CH2:30][C@H:33]1[CH2:32][O:34]1. Reported procedure: To a solution of Ph3P (23.3 g; 88.7 mmol) in 450 mL of THF cooled to 0° C. was added a solution of di-t-butylazodicarboxylate (20.4 g; 88.7 mmol) in 50 ml of THF over 15 min. After stirring at 0° C. for 10 min 4-nitroguaiacol (10.0 g; 59.1 mmol) was added followed by (S)-glycidol (6.3 mL; 94.6 mmol) over 10 min and the mixture allowed to warm to rt and stir for 2 h. The solution was concentrated and the residue dissolved in EtOAc, washed with H2O and brine, dried over anhydrous MgSO4, filtered a... Reactants: FC(C(=O)O)(F)F.FC(C(=O)O)(F)F.FC(C(=O)O)(F)F.ClC=1C=NC=2NC=3C=NC=C(CCC4=C(C=CC(NC1N2)=C4)NC(CC4CCNCC4)=O)C3 (N-[6-Chloro-2,4,8,18,22-pentaazatetracyclo[14.3.1.1(3,7).1(9,13)]docosa-1(20),3(22),4,6,9(21),10,12,16,18-nonaen-12-yl]-2-piperidin-4-ylacetamide tris(trifluoroacetate)), N(=C=O)C1=CC(=CC=C1)OC (1-isocyanato-3-methoxybenzene). Yields the product FC(C(=O)O)(F)F.FC(C(=O)O)(F)F.ClC=1C=NC=2NC=3C=NC=C(CCC4=C(C=CC(NC1N2)=C4)NC(CC4CCN(CC4)C(=O)NC4=CC(=CC=C4)OC)=O)C3 (4-(2-{[6-chloro-2,4,8,18,22-pentaazatetracyclo[14.3.1.1(3,7).1(9,13)]docosa-1(20),3(22),4,6,9(21),10,12,16,18-nonaen-12-yl]amino}-2-oxoethyl)-N-(3-methoxyphenyl)piperidine-1-carboxamide bis(trifluoroacetate)). Isolated yield 26.0%. As a reaction SMILES: [F:1][C:2]([F:7])([F:6])[C:3]([OH:5])=[O:4].[F:8][C:9]([F:14])([F:13])[C:10]([OH:12])=[O:11].FC(F)(F)C(O)=O.[Cl:22][C:23]1[CH:24]=[N:25][C:26]2[NH:27][C:28]3[CH:29]=[N:30][CH:31]=[C:32]([CH:54]=3)[CH2:33][CH2:34][C:35]3[CH:43]=[C:39]([NH:40][C:41]=1[N:42]=2)[CH:38]=[CH:37][C:36]=3[NH:44][C:45](=[O:53])[CH2:46][CH:47]1[CH2:52][CH2:51][NH:50][CH2:49][CH2:48]1.[N:55]([C:58]1[CH:63]=[CH:62][CH:61]=[C:60]([O:64][CH3:65])[CH:59]=1)=[C:56]=[O:57]>>[F:1][C:2]([F:7])([F:6])[C:3]([OH:5])=[O:4].[F:8][C:9]([F:14])([F:13])[C:10]([OH:12])=[O:11].[Cl:22][C:23]1[CH:24]=[N:25][C:26]2[NH:27][C:28]3[CH:29]=[N:30][CH:31]=[C:32]([CH:54]=3)[CH2:33][CH2:34][C:35]3[CH:43]=[C:39]([NH:40][C:41]=1[N:42]=2)[CH:38]=[CH:37][C:36]=3[NH:44][C:45](=[O:53])[CH2:46][CH:47]1[CH2:52][CH2:51][N:50]([C:56]([NH:55][C:58]2[CH:63]=[CH:62][CH:61]=[C:60]([O:64][CH3:65])[CH:59]=2)=[O:57])[CH2:49][CH2:48]1 |f:0.1.2.3,5.6.7|. Procedure details: The desired compound was prepared according to the procedure of Example A9, step H using N-[6-Chloro-2,4,8,18,22-pentaazatetracyclo[14.3.1.1(3,7).1(9,13)]docosa-1(20),3(22),4,6,9(21),10,12,16,18-nonaen-12-yl]-2-piperidin-4-ylacetamide tris(trifluoroacetate) and 1-isocyanato-3-methoxybenzene as starting materials in 26% yield. LCMS for C32H34ClN8O3 (M+H)+: m/z=613.2. Product: C(C=C)(=O)O.NC(=O)OCC (urethane acrylate), oligomer ( A1 ). Procedure: In a flask equipped with a stirring blade, 348 parts (2 mol) of TDI (2,4-tolylene diisocyanate) was charged and 2000 parts (1 mol) of polytetramethylene glycol (number-average molecular weight of 2000) and dibutyltin diacetate were added while stirring. After heating to 70° C. while paying attention to heat generation, 0.2 parts of p-methoxyphenol and 1 part of 2,6-tertiary butyl-4-methylphenol were added. The reaction was conducted at the same temperature for 7 hours. Then, 232 parts (2 mol) of... Run at temperature 70 celsius, time 7 hour. Reaction SMILES: CC1C(N=C=O)=CC([N:8]=C=O)=CC=1.CCCCO[C@H](CO)CC.C([O-])(=O)C.C([O-])(=O)C.C([Sn+2]CCCC)CCC.COC1C=CC(O)=CC=1.[C:50]([O:54][CH2:55][CH2:56]O)(=[O:53])[CH:51]=[CH2:52]>>[C:50]([OH:54])(=[O:53])[CH:51]=[CH2:52].[NH2:8][C:50]([O:54][CH2:55][CH3:56])=[O:53] |f:2.3.4,7.8|. Reactants: COC1=CC=C(C=C1)O (p-methoxyphenol), 2,6-tertiary butyl-4-methylphenol, C(C=C)(=O)OCCO (HEA), CC=1C(=CC(=CC1)N=C=O)N=C=O (TDI), CCCCO[C@@H](CC)CO (polytetramethylene glycol), C(C)(=O)[O-].C(C)(=O)[O-].C(CCC)[Sn+2]CCCC (dibutyltin diacetate). Solvent: C(C)#N (acetonitrile). Reactants: C([O-])([O-])=O.[K+].[K+] (potassium carbonate), ClC1=CC=C(C=C1)C=1N(C(NN1)=O)C1CC1 (5-(4-chlorophenyl)-4-cyclopropyl-2,4-dihydro-3H-1,2,4-triazol-3-one), ClCC(=O)OCC (ethyl chloroacetate). As a reaction SMILES: C(=O)([O-])[O-].[K+].[K+].[Cl:7][C:8]1[CH:13]=[CH:12][C:11]([C:14]2[N:15]([CH:20]3[CH2:22][CH2:21]3)[C:16](=[O:19])[NH:17][N:18]=2)=[CH:10][CH:9]=1.Cl[CH2:24][C:25]([O:27][CH2:28][CH3:29])=[O:26]>C(#N)C>[CH2:28]([O:27][C:25](=[O:26])[CH2:24][N:17]1[C:16](=[O:19])[N:15]([CH:20]2[CH2:22][CH2:21]2)[C:14]([C:11]2[CH:10]=[CH:9][C:8]([Cl:7])=[CH:13][CH:12]=2)=[N:18]1)[CH3:29] |f:0.1.2|. Yields the product C(C)OC(CN1N=C(N(C1=O)C1CC1)C1=CC=C(C=C1)Cl)=O (Ethyl[3-(4-chlorophenyl)-4-cyclopropyl-5-oxo-4,5-dihydro-1H-1,2,4-triazol-1-yl]acetate). Run at time 2 hour. Procedure: 586 mg (4.24 mmol) of potassium carbonate are added to 500 mg (2.12 mmol) of 5-(4-chlorophenyl)-4-cyclopropyl-2,4-dihydro-3H-1,2,4-triazol-3-one from Example 36A and 260 mg (2.12 mmol) of ethyl chloroacetate in 10 ml acetonitrile and the mixture is heated under reflux with stirring for 2 hours. It is then concentrated, the residue taken up in water is extracted with dichloromethane, the organic phase dried over sodium sulphate and again concentrated. After purification by flash chromatography ov... Reaction SMILES: Br[C:2]1[CH:3]=[N:4][CH:5]=[C:6]([Br:8])[CH:7]=1.[CH3:9][CH:10]([CH3:12])[O-:11].[K+]>C(O)(C)C.[Cu]>[Br:8][C:6]1[CH:7]=[C:2]([O:11][CH:10]([CH3:12])[CH3:9])[CH:3]=[N:4][CH:5]=1 |f:1.2|. Starting materials: halo-substituted pyridine, BrC=1C=NC=C(C1)Br (3,5-dibromopyridine), BrC=1C=NC=C(C1)Br (3,5-dibromopyridine), CC([O-])C.[K+] (potassium isopropoxide). The reagents and catalysts are [Cu] (copper). Reported procedure: In one embodiment, the (E)-metanicotine-type compounds possess a branched side chain, such as (4E)-N-methyl-5-(5-isopropoxy-3-pyridinyl)-4-penten-2-amine. By using one synthetic approach, the latter compound can be synthesized in a convergent manner, in which the side chain, N-methyl-N-(tert-butoxycarbonyl)-4-penten-2-amine is coupled with the 3-substituted 5-halo-substituted pyridine, 5-bromo-3-isopropoxypyridine, under Heck reaction conditions, followed by removal of the tert-butoxycarbonyl pr... Product: BrC=1C=C(C=NC1)OC(C)C (5-bromo-3-isopropoxypyridine). Solvent: C(C)(C)O (isopropanol).